This data is from the Open Reaction Database (ORD), a public repository of structured organic reaction records. The task is: describe an organic reaction: reactants, conditions, products, and yield Reported procedure: substituting methyl 4-[3-(1,2,3,4-tetrahydronaphthalen-2-yl)-2-thioxo-2,3-dihydro-1H-imidazol-1-ylmethyl]benzoate and sodium hydroxide gave 4-[3-(1,2,3,4-tetrahydronaphthalen-2-yl)-2-thioxo-2,3-dihydro-1H-imidazol-1-ylmethyl]benzoic acid, m.p. 211°-212° C.; The product is C1C(CCC2=CC=CC=C12)N1C(N(C=C1)CC1=CC=C(C(=O)O)C=C1)=S (4-[3-(1,2,3,4-tetrahydronaphthalen-2-yl)-2-thioxo-2,3-dihydro-1H-imidazol-1-ylmethyl]benzoic acid). RXN SMILES: [CH2:1]1[C:10]2[C:5](=[CH:6][CH:7]=[CH:8][CH:9]=2)[CH2:4][CH2:3][CH:2]1[N:11]1[CH:15]=[CH:14][N:13]([CH2:16][C:17]2[CH:26]=[CH:25][C:20]([C:21]([O:23]C)=[O:22])=[CH:19][CH:18]=2)[C:12]1=[S:27].[OH-].[Na+]>>[CH2:1]1[C:10]2[C:5](=[CH:6][CH:7]=[CH:8][CH:9]=2)[CH2:4][CH2:3][CH:2]1[N:11]1[CH:15]=[CH:14][N:13]([CH2:16][C:17]2[CH:18]=[CH:19][C:20]([C:21]([OH:23])=[O:22])=[CH:25][CH:26]=2)[C:12]1=[S:27] |f:1.2|. The reactants are C1C(CCC2=CC=CC=C12)N1C(N(C=C1)CC1=CC=C(C(=O)OC)C=C1)=S (methyl 4-[3-(1,2,3,4-tetrahydronaphthalen-2-yl)-2-thioxo-2,3-dihydro-1H-imidazol-1-ylmethyl]benzoate), [OH-].[Na+] (sodium hydroxide).